Dataset: the Open Reaction Database (ORD), a public repository of structured organic reaction records. Task: describe an organic reaction: reactants, conditions, products, and yield The reactants are ClC=1C=NC=C(C1SC1=C(C=C(S1)C(=O)Cl)[N+](=O)[O-])Cl (5-[(3,5-dichloro-4-pyridyl)sulfanyl]-4-nitro-thiophene-2-carbonyl chloride), FC1=CC=C(CN)C=C1 (4-fluorobenzylamine). Product: ClC=1C=NC=C(C1SC1=C(C=C(S1)C(=O)NCC1=CC=C(C=C1)F)[N+](=O)[O-])Cl (5-((3,5-dichloropyridin-4-yl)thio)-N-(4-fluorobenzyl)-4-nitrothiophene-2-carboxamide), solid. The yield is 48.0%. RXN SMILES: [Cl:1][C:2]1[CH:3]=[N:4][CH:5]=[C:6]([Cl:20])[C:7]=1[S:8][C:9]1[S:13][C:12]([C:14](Cl)=[O:15])=[CH:11][C:10]=1[N+:17]([O-:19])=[O:18].[F:21][C:22]1[CH:29]=[CH:28][C:25]([CH2:26][NH2:27])=[CH:24][CH:23]=1>>[Cl:1][C:2]1[CH:3]=[N:4][CH:5]=[C:6]([Cl:20])[C:7]=1[S:8][C:9]1[S:13][C:12]([C:14]([NH:27][CH2:26][C:25]2[CH:28]=[CH:29][C:22]([F:21])=[CH:23][CH:24]=2)=[O:15])=[CH:11][C:10]=1[N+:17]([O-:19])=[O:18]. Procedure details: Prepared according to the procedure described for example 50 from 5-[(3,5-dichloro-4-pyridyl)sulfanyl]-4-nitro-thiophene-2-carbonyl chloride (100 mg, 0.27 mmol) and 4-fluorobenzylamine (40 mg, 0.32 mmol). The title compound was obtained as a solid (60 mg, 48% yield). 1H NMR (400 MHz, d6-DMSO) δ: 9.37 (1H, m), 9.03 (2H, s), 8.46 (1H, s), 7.32 (2H, dd), 7.20 (2H, dd), 4.43 (2H, m). MS m/z: 456.04, 458.00 [M+H]+. Starting materials: COc1ccc(S(=O)(=O)N2CC(C(=O)NC3CCCN(C(=O)OC(C)(C)C)C3)c3ccccc32)c2ccccc12, ClCCl, O=C(O)C(F)(F)F. Product: COc1ccc(S(=O)(=O)N2CC(C(=O)NC3CCCNC3)c3ccccc32)c2ccccc12. RXN SMILES: [C:1]([O:2][C:3](=[O:4])[N:8]1[CH2:9][CH:10]([NH:14][C:15](=[O:16])[CH:17]2[CH2:18][N:19]([S:26](=[O:27])(=[O:28])[c:29]3[cH:30][cH:31][c:32]([O:39][CH3:40])[c:33]4[cH:34][cH:35][cH:36][cH:37][c:38]34)[c:20]3[cH:21][cH:22][cH:23][cH:24][c:25]32)[CH2:11][CH2:12][CH2:13]1)([CH3:5])([CH3:6])[CH3:7].[Cl:48][CH2:49][Cl:50].[OH:41][C:42]([C:43]([F:44])([F:45])[F:46])=[O:47]>>[NH:8]1[CH2:9][CH:10]([NH:14][C:15](=[O:16])[CH:17]2[CH2:18][N:19]([S:26](=[O:27])(=[O:28])[c:29]3[cH:30][cH:31][c:32]([O:39][CH3:40])[c:33]4[cH:34][cH:35][cH:36][cH:37][c:38]34)[c:20]3[cH:21][cH:22][cH:23][cH:24][c:25]32)[CH2:11][CH2:12][CH2:13]1. Reactants: ClC[C@H](CC(C)C)NCC(C)C ((1S)-1-(chloromethyl)-N-isobutyl-3-methylbutylamine), CC1=C(C=CC(=C1)[N+](=O)[O-])N=C=O (2-methyl-4-nitrophenyl isocyanate). Yields the product CC1=C(C=CC(=C1)[N+](=O)[O-])N=C1OC[C@@H](N1CC(C)C)CC(C)C ((4S)-2-(2-methyl-4-nitrophenylimino)-3,4-diisobutyl-1,3-oxazolidine). Reaction SMILES: Cl[CH2:2][C@@H:3]([NH:8][CH2:9][CH:10]([CH3:12])[CH3:11])[CH2:4][CH:5]([CH3:7])[CH3:6].[CH3:13][C:14]1[CH:19]=[C:18]([N+:20]([O-:22])=[O:21])[CH:17]=[CH:16][C:15]=1[N:23]=[C:24]=[O:25]>>[CH3:13][C:14]1[CH:19]=[C:18]([N+:20]([O-:22])=[O:21])[CH:17]=[CH:16][C:15]=1[N:23]=[C:24]1[N:8]([CH2:9][CH:10]([CH3:12])[CH3:11])[C@@H:3]([CH2:4][CH:5]([CH3:7])[CH3:6])[CH2:2][O:25]1. Procedure details: (L)-Leucine methyl ester was reduced to (1S)-1-(hydroxymethyl)-3-methylbutylamine according to Method B1b, Step 2. The 2-hydroxyethylamine was reacted with isobutyraldehyde according to Method B4c, Step 1 to afford (4S)-2-isopropyl-4-isobutyl-1,3-oxazolidine. The oxazolidine was reduced according to Method B4c, Step 2 to give (1S)-1-(hydroxymethyl)-N-isobutyl-3-methylbutylamine. The substituted 2-hydroxyethylamine was reacted with SOCl2 according to Method B7b to give (1S)-1-(chloromethyl)-N-iso...